This data is from the Open Reaction Database (ORD), a public repository of structured organic reaction records. The task is: describe an organic reaction: reactants, conditions, products, and yield Starting materials: CNC1=CC(=CC(=N1)C1=NC=CC=C1)C=1C=NC=C(C1)C=1C=NN(C1)C1CCNCC1 (Methyl-[5″-(1-piperidin-4-yl-1H-pyrazol-4-yl)-[2,2′;4′,3″]terpyridin-6′-yl]-amine), BrC=1C=C(C=NC1)C1=CC(=NC(=C1)C1=NN(C=C1)C)NC ([5-Bromo-6′-(1-methyl-1H-pyrazol-3-yl)-[3,4′]bipyridinyl-2′-yl]-methyl-amine). Product: CNC1=NC(=CC(=C1)C=1C=NC=C(C1)C=1C=NN(C1)C1CCNCC1)C1=NN(C=C1)C (Methyl-[6′-(1-methyl-1H-pyrazol-3-yl)-5-(1-piperidin-4-yl-1H-pyrazol-4-yl)-[3,4′]bipyridinyl-2′-yl]-amine). Reaction SMILES: [CH3:1][NH:2][C:3]1[N:8]=[C:7]([C:9]2[CH:14]=[CH:13]C=C[N:10]=2)[CH:6]=[C:5]([C:15]2[CH:16]=[N:17][CH:18]=[C:19]([C:21]3[CH:22]=[N:23][N:24]([CH:26]4[CH2:31][CH2:30][NH:29][CH2:28][CH2:27]4)[CH:25]=3)[CH:20]=2)[CH:4]=1.BrC1C=C(C2C=C(C3C=CN(C)N=3)N=C(NC)C=2)[CH:36]=[N:37]C=1>>[CH3:1][NH:2][C:3]1[CH:4]=[C:5]([C:15]2[CH:16]=[N:17][CH:18]=[C:19]([C:21]3[CH:22]=[N:23][N:24]([CH:26]4[CH2:31][CH2:30][NH:29][CH2:28][CH2:27]4)[CH:25]=3)[CH:20]=2)[CH:6]=[C:7]([C:9]2[CH:14]=[CH:13][N:37]([CH3:36])[N:10]=2)[N:8]=1. Reported procedure: This compound is prepared analogously to Methyl-[5″-(1-piperidin-4-yl-1H-pyrazol-4-yl)-[2,2′;4′,3″]terpyridin-6′-yl]-amine (Example 2.183) by replacing (5″-Bromo-[2,2′;4′,3″]terpyridin-6′-yl)-methyl-amine (Example 2.1; step1) by [5-Bromo-6′-(1-methyl-1H-pyrazol-3-yl)-[3,4′]bipyridinyl-2′-yl]-methyl-amine (Example 2.178, step 1). Procedure details: 0.23 Parts of sodium metal was added to 10 parts of 2,2,2-trifluoroethanol with stirring and ice-bath cooling. The mixture was then stirred for several hours at room temperature until the sodium dissolved. This solution was added dropwise, over 30 minutes, to a stirred suspension of 1.78 parts of 2-amino-4-chloro-6-chloromethyl-pyrimidine in 25 parts of 2,2,2-trifluoro-ethanol and the resulting mixture was stirred at 60° C. for 18 hours. A further 0.1 parts of sodium was dissolved in 10 parts of... The product is NC1=NC(=CC(=N1)CCl)OCC(F)(F)F (2-amino-4-chloromethyl-6-(2,2,2-trifluoroethoxy)pyrimidine). Starting materials: NC1=NC(=CC(=N1)Cl)CCl (2-amino-4-chloro-6-chloromethyl-pyrimidine), FC(CO)(F)F (2,2,2-trifluoro-ethanol), [Na] (sodium), FC(CO)(F)F (2,2,2-trifluoroethanol), [Na] (sodium), [Na] (sodium), FC(CO)(F)F (2,2,2-trifluoroethanol). RXN SMILES: [Na].[NH2:2][C:3]1[N:8]=[C:7](Cl)[CH:6]=[C:5]([CH2:10][Cl:11])[N:4]=1.[F:12][C:13]([F:17])([F:16])[CH2:14][OH:15]>>[NH2:2][C:3]1[N:4]=[C:5]([CH2:10][Cl:11])[CH:6]=[C:7]([O:15][CH2:14][C:13]([F:17])([F:16])[F:12])[N:8]=1 |^1:0|. Run at time 24 hour. The reactants are C1COCCOCCOCCOCCOCCO1 (18-crown-6), C1=NC=CC2=CC=CC=C12 (isoquinoline), [F-].[K+] (KF), BrC1=CC=C(C=O)C=C1 (4-bromobenzaldehyde), FC(S(=O)(=O)OC1=C(C=CC=C1)[Si](C)(C)C)(F)F (2-(trimethylsilyl)phenyl trifluoro-methane sulfonate), Pet. ether EtOAc. Solvent: C1CCOC1 (THF). Procedure: Following the general procedure, treatment of isoquinoline (0.129 g, 120 μL, 1.0 mmol) and 4-bromobenzaldehyde (0.278 g, 1.5 mmol) with 2-(trimethylsilyl)phenyl trifluoro-methane sulfonate (0.308 g, 292 μL, 1.2 mmol) in the presence of KF (0.140 g, 2.4 mmol) and 18-crown-6 (0.634 g, 2.4 mmol) in THF (4.0 mL) at −10° C. to room temperature for 12 hrs followed by flash column chromatography (Pet. ether/EtOAc=93/07) of the crude reaction mixture afforded 6-(4-bromophenyl)-4bH,6H-benzo[4,5][1,3]oxaz... The product is BrC1=CC=C(C=C1)C1C2=C(N3C(C4=CC=CC=C4C=C3)O1)C=CC=C2 (6-(4-bromophenyl)-4bH,6H-benzo[4,5][1,3]oxazino[2,3-a]isoquinoline). As a reaction SMILES: [CH:1]1[C:10]2[C:5](=[CH:6][CH:7]=[CH:8][CH:9]=2)[CH:4]=[CH:3][N:2]=1.[Br:11][C:12]1[CH:19]=[CH:18][C:15]([CH:16]=[O:17])=[CH:14][CH:13]=1.FC(F)(F)S(O[C:26]1[CH:31]=[CH:30][CH:29]=[CH:28][C:27]=1[Si](C)(C)C)(=O)=O.[F-].[K+].C1OCCOCCOCCOCCOCCOC1>C1COCC1>[Br:11][C:12]1[CH:19]=[CH:18][C:15]([CH:16]2[O:17][CH:1]3[C:10]4[C:5]([CH:4]=[CH:3][N:2]3[C:27]3[CH:28]=[CH:29][CH:30]=[CH:31][C:26]2=3)=[CH:6][CH:7]=[CH:8][CH:9]=4)=[CH:14][CH:13]=1 |f:3.4|. Isolated yield 82.0%. Starting materials: N1=CN=CC(=C1)B(O)O (Pyrimidin-5-ylboronic acid), C(=O)([O-])[O-].[Na+].[Na+] (Na2CO3), Si-Thiol, BrC=1C(=NC=C(C(=O)NC2=CC=C(C=C2)OC(F)(F)F)C1)Cl (5-bromo-6-chloro-N-(4-(trifluoromethoxy)phenyl)nicotinamide), C[O-].[Na+] (NaOMe). The reagents and catalysts are Cl[Pd]([P](C1=CC=CC=C1)(C2=CC=CC=C2)C3=CC=CC=C3)([P](C4=CC=CC=C4)(C5=CC=CC=C5)C6=CC=CC=C6)Cl (Pd(PPh3)2Cl2). The solvent is COCCOC (DME), CCO (EtOH), O (water), C1CCOC1 (THF), CO (MeOH). Conditions: temperature 80 celsius, time 16 hour. Product: COC1=NC=C(C(=O)NC2=CC=C(C=C2)OC(F)(F)F)C=C1C=1C=NC=NC1 (6-Methoxy-5-(pyrimidin-5-yl)-N-(4-(trifluoromethoxy)phenyl)nicotinamide). As a reaction SMILES: Br[C:2]1[C:3](Cl)=[N:4][CH:5]=[C:6]([CH:21]=1)[C:7]([NH:9][C:10]1[CH:15]=[CH:14][C:13]([O:16][C:17]([F:20])([F:19])[F:18])=[CH:12][CH:11]=1)=[O:8].C[O-].[Na+].[N:26]1[CH:31]=[C:30](B(O)O)[CH:29]=[N:28][CH:27]=1.[C:35]([O-])([O-])=[O:36].[Na+].[Na+]>CO.C1COCC1.Cl[Pd](Cl)([P](C1C=CC=CC=1)(C1C=CC=CC=1)C1C=CC=CC=1)[P](C1C=CC=CC=1)(C1C=CC=CC=1)C1C=CC=CC=1.COCCOC.CCO.O>[CH3:35][O:36][C:3]1[C:2]([C:30]2[CH:31]=[N:26][CH:27]=[N:28][CH:29]=2)=[CH:21][C:6]([C:7]([NH:9][C:10]2[CH:15]=[CH:14][C:13]([O:16][C:17]([F:20])([F:19])[F:18])=[CH:12][CH:11]=2)=[O:8])=[CH:5][N:4]=1 |f:1.2,4.5.6,^1:50,69|. Procedure: A solution of 5-bromo-6-chloro-N-(4-(trifluoromethoxy)phenyl)nicotinamide (Stage 44.2, 60 mg, 0.152 mmol) and NaOMe (24.58 mg, 0.455 mmol) in anhydrous MeOH (250 μL) was stirred for 2 h at 80° C. in a sealed MW vial. Pyrimidin-5-ylboronic acid (56.4 mg, 0.455 mmol), Pd(PPh3)2Cl2 (10.65 mg, 0.015 mmol), Na2CO3 (80 mg, 0.758 mmol), water (160 μL) and EtOH (80 μL) and DME (600 μL) were added, and the vial was resealed and the RM stirred at 80° C. for 16 h. The RM was diluted with 3 mL of THF and st... The reactants are C(CCCCCCC\C=C/C\C=C/CCCCC)O (linoleyl alcohol), [Cr](=O)(=O)([O-])Cl.[NH+]1=CC=CC=C1 (pyridinium chlorochromate), C(=O)([O-])[O-].[Na+].[Na+] (Na2CO3). Run in C(Cl)Cl (CH2Cl2), CCOC(=O)C (EtOAc). Conditions: time 4 hour. The product is C(CCCCCCC\C=C/C\C=C/CCCCC)=O ((9Z,12Z)-octadeca-9,12-dienal). Yield: 70.9%. Reaction SMILES: [CH2:1]([OH:19])[CH2:2][CH2:3][CH2:4][CH2:5][CH2:6][CH2:7][CH2:8]/[CH:9]=[CH:10]\[CH2:11]/[CH:12]=[CH:13]\[CH2:14][CH2:15][CH2:16][CH2:17][CH3:18].[Cr](Cl)([O-])(=O)=O.[NH+]1C=CC=CC=1.C([O-])([O-])=O.[Na+].[Na+]>C(Cl)Cl.CCOC(C)=O>[CH:1](=[O:19])[CH2:2][CH2:3][CH2:4][CH2:5][CH2:6][CH2:7][CH2:8]/[CH:9]=[CH:10]\[CH2:11]/[CH:12]=[CH:13]\[CH2:14][CH2:15][CH2:16][CH2:17][CH3:18] |f:1.2,3.4.5|. Procedure: A solution of linoleyl alcohol (15 g, 56 mmol) in anhydrous CH2Cl2 (400 mL) was treated with pyridinium chlorochromate (36.4 g, 169 mmol) and Na2CO3 (2.98 g, 28.2 mmol) and then stirred (4 h). The reaction mixture was diluted with EtOAc and filtered through a pad of silica and then concentrated. The crude material was subjected to chromatography (1%→3%→6% EtOAc-heptane) to yield (9Z,12Z)-octadeca-9,12-dienal (10.5 g, 71%) as a colorless oil. Rf 0.58 (10% EtOAc-hexanes), FW 264.45, C18H32O. Reactants: [Li+], C1COCCO1, [OH-], O, O, CCOC(=O)C1C2CC(O)C(C2)N1C(=O)OC(C)(C)C. Yields the product CC(C)(C)OC(=O)N1C2CC(CC2O)C1C(=O)O. RXN SMILES: [Li+:23].[O:24]1[CH2:25][CH2:26][O:27][CH2:28][CH2:29]1.[OH-:22].[OH2:21].[OH2:30].[OH:1][CH:2]1[CH2:3][CH:4]2[CH:5]([C:16](=[O:17])[O:18][CH2:19][CH3:20])[N:6]([C:9](=[O:10])[O:11][C:12]([CH3:13])([CH3:14])[CH3:15])[CH:7]1[CH2:8]2>>[OH:1][CH:2]1[CH2:3][CH:4]2[CH:5]([C:16](=[O:17])[OH:18])[N:6]([C:9](=[O:10])[O:11][C:12]([CH3:13])([CH3:14])[CH3:15])[CH:7]1[CH2:8]2.